This data is from the Open Reaction Database (ORD), a public repository of structured organic reaction records. The task is: describe an organic reaction: reactants, conditions, products, and yield Starting materials: FC=1C=C2N=C(C(=NC2=CC1)OC)NC(OCC)=O (Ethyl N-(6-fluoro-2-methoxyquinoxalin-3-yl)carbamate), CC=1C=C(C=C(C1)C)N1CCNCC1 (1-(3,5-dimethylphenyl)piperazine). The product is FC=1C=C2N=C(C(=NC2=CC1)OC)NC(=O)N1CCN(CC1)C1=CC(=CC(=C1)C)C (1-[(6-Fluoro-2-methoxyquinoxalin-3-yl)aminocarbonyl]-4-(3,5-dimethylphenyl)piperazine). Yield: 79.0%. As a reaction SMILES: [F:1][C:2]1[CH:3]=[C:4]2[C:9](=[CH:10][CH:11]=1)[N:8]=[C:7]([O:12][CH3:13])[C:6]([NH:14][C:15](=[O:19])OCC)=[N:5]2.[CH3:20][C:21]1[CH:22]=[C:23]([N:28]2[CH2:33][CH2:32][NH:31][CH2:30][CH2:29]2)[CH:24]=[C:25]([CH3:27])[CH:26]=1>>[F:1][C:2]1[CH:3]=[C:4]2[C:9](=[CH:10][CH:11]=1)[N:8]=[C:7]([O:12][CH3:13])[C:6]([NH:14][C:15]([N:31]1[CH2:32][CH2:33][N:28]([C:23]3[CH:24]=[C:25]([CH3:27])[CH:26]=[C:21]([CH3:20])[CH:22]=3)[CH2:29][CH2:30]1)=[O:19])=[N:5]2. Procedure: Ethyl N-(6-fluoro-2-methoxyquinoxalin-3-yl)carbamate and 1-(3,5-dimethylphenyl)piperazine were reacted by the same way with the example 1 to obtain the titled compound (yield, 79%). 1H NMR (300 MHz, CDCl3): δ 2.29 (s, 6H), 3.27 (s, 4H), 3.88 (s, 3H), 4.14 (s, 4H), 6.59 (s, 3H), 7.01-7.10 (s, 1H), 7.24-7.36 (m, 2H), 7.47-7.71 (m, 2H). Starting materials: C(CCC)OC(=O)N1CCN(CC1)C([C@H](CCCO)NC(=O)C1=NN(C(=C1)OCC(=O)N1[C@@H](CCC1)C(NC1CCC1)=O)C1=CC=CC=C1)=O (4-[(S)-2-({5-[2-((S)-2-Cyclobutylcarbamoyl-pyrrolidin-1-yl)-2-oxo-ethoxy]-1-phenyl-1H-pyrazole-3-carbonyl}-amino)-5-hydroxy-pentanoyl]-piperazine-1-carboxylic acid butyl ester), N1=CC=CC=C1 (pyridine), C(C)(=O)OC(C)=O (acetic anhydride). Reagents/catalysts: CN(C)C=1C=CN=CC1 (DMAP). The solvent is ClCCl (dichloromethane). Conditions: time 24 hour. Product: C(CCC)OC(=O)N1CCN(CC1)C([C@H](CCCOC(C)=O)NC(=O)C1=NN(C(=C1)OCC(=O)N1[C@@H](CCC1)C(NC1CCC1)=O)C1=CC=CC=C1)=O (4-[(S)-5-Acetoxy-2-({5-[2-((S)-2-cyclobutylcarbamoyl-pyrrolidin-1-yl)-2-oxo-ethoxy]-1-phenyl-1H-pyrazole-3-carbonyl}-amino)-pentanoyl]-piperazine-1-carboxylic acid butyl ester). As a reaction SMILES: [CH2:1]([O:5][C:6]([N:8]1[CH2:13][CH2:12][N:11]([C:14](=[O:50])[C@@H:15]([NH:20][C:21]([C:23]2[CH:27]=[C:26]([O:28][CH2:29][C:30]([N:32]3[CH2:36][CH2:35][CH2:34][C@H:33]3[C:37](=[O:43])[NH:38][CH:39]3[CH2:42][CH2:41][CH2:40]3)=[O:31])[N:25]([C:44]3[CH:49]=[CH:48][CH:47]=[CH:46][CH:45]=3)[N:24]=2)=[O:22])[CH2:16][CH2:17][CH2:18][OH:19])[CH2:10][CH2:9]1)=[O:7])[CH2:2][CH2:3][CH3:4].N1C=CC=CC=1.[C:57](OC(=O)C)(=[O:59])[CH3:58]>ClCCl.CN(C1C=CN=CC=1)C>[CH2:1]([O:5][C:6]([N:8]1[CH2:13][CH2:12][N:11]([C:14](=[O:50])[C@@H:15]([NH:20][C:21]([C:23]2[CH:27]=[C:26]([O:28][CH2:29][C:30]([N:32]3[CH2:36][CH2:35][CH2:34][C@H:33]3[C:37](=[O:43])[NH:38][CH:39]3[CH2:42][CH2:41][CH2:40]3)=[O:31])[N:25]([C:44]3[CH:49]=[CH:48][CH:47]=[CH:46][CH:45]=3)[N:24]=2)=[O:22])[CH2:16][CH2:17][CH2:18][O:19][C:57](=[O:59])[CH3:58])[CH2:10][CH2:9]1)=[O:7])[CH2:2][CH2:3][CH3:4]. Procedure details: To a solution of 65 mg 4-[(S)-2-({5-[2-((S)-2-Cyclobutylcarbamoyl-pyrrolidin-1-yl)-2-oxo-ethoxy]-1-phenyl-1H-pyrazole-3-carbonyl}-amino)-5-hydroxy-pentanoyl]-piperazine-1-carboxylic acid butyl ester in 4 ml dichloromethane were added 15 l pyridine, 10 l acetic anhydride and a catalytic amount of DMAP. After stirring for 24 h at room temperature the reaction mixture was concentrated and the crude product thus obtained was purified by preparative HPLC (C18 reverse phase column, elution with a wate... Starting materials: ClCCCl, ClCCl, NCCOc1c(Cl)ccc2c1CCN(C(=O)C(F)(F)F)CC2, O, On1nnc2ccccc21, O=C(O)c1ccccn1. Product: O=C(NCCOc1c(Cl)ccc2c1CCN(C(=O)C(F)(F)F)CC2)c1ccccn1. RXN SMILES: [CH2:10]([Cl:11])[CH2:12][Cl:13].[Cl:46][CH2:47][Cl:48].[NH2:24][CH2:25][CH2:26][O:27][c:28]1[c:29]([Cl:45])[cH:30][cH:31][c:32]2[c:38]1[CH2:37][CH2:36][N:35]([C:39]([C:40]([F:41])([F:42])[F:43])=[O:44])[CH2:34][CH2:33]2.[OH2:49].[OH:14][n:15]1[c:16]2[c:17]([cH:18][cH:19][cH:20][cH:21]2)[n:22][n:23]1.[OH:1][C:2](=[O:3])[c:4]1[cH:5][cH:6][cH:7][cH:8][n:9]1>>[C:2](=[O:3])([c:4]1[cH:5][cH:6][cH:7][cH:8][n:9]1)[NH:24][CH2:25][CH2:26][O:27][c:28]1[c:29]([Cl:45])[cH:30][cH:31][c:32]2[c:38]1[CH2:37][CH2:36][N:35]([C:39]([C:40]([F:41])([F:42])[F:43])=[O:44])[CH2:34][CH2:33]2. Reactants: ClC=1C(=C(C=C(C1)CC#N)NS(=O)(=O)C)C (N-(3-chloro-5-cyanomethyl-2-methylphenyl) methanesulfonamide), Cl.N1C(=NCC1)COC=1C=C(C=CC1)NS(=O)(=O)C (N-[3-(4,5-dihydro-1H-imidazol-2-ylmethoxy)phenyl]methanesulfonamide hydrochloride), NC=1C=C(OCC#N)C=CC1 ((3-aminophenoxy)acetonitrile). Yields the product Cl.ClC=1C(=C(C=C(C1)CC=1NCCN1)NS(=O)(=O)C)C (N-[3-chloro-5-(4,5-dihydro-1H-imidazol-2-ylmethyl)-2-methylphenyl]methanesulfonamide hydrochloride). Reaction SMILES: [Cl:1][C:2]1[C:3]([CH3:16])=[C:4]([NH:11][S:12]([CH3:15])(=[O:14])=[O:13])[CH:5]=[C:6]([CH2:8][C:9]#[N:10])[CH:7]=1.Cl.[NH:18]1CCN=[C:19]1[CH2:23]OC1C=C(NS(C)(=O)=O)C=CC=1.NC1C=C(C=CC=1)OCC#N>>[ClH:1].[Cl:1][C:2]1[C:3]([CH3:16])=[C:4]([NH:11][S:12]([CH3:15])(=[O:13])=[O:14])[CH:5]=[C:6]([CH2:8][C:9]2[NH:18][CH2:19][CH2:23][N:10]=2)[CH:7]=1 |f:1.2,4.5|. Procedure details: N-[3-chloro-5-(4,5-dihydro-1H-imidazol-2-ylmethyl)-2-methylphenyl]methanesulfonamide hydrochloride (mp 256.2-256.7° C.) was prepared from N-(3-chloro-5-cyanomethyl-2-methylphenyl) methanesulfonamide in a manner similar to that described in Example 1 for the preparation of N-[3-(4,5-dihydro-1H-imidazol-2-ylmethoxy)phenyl]methanesulfonamide hydrochloride from (3-aminophenoxy)acetonitrile. The reactants are CCN=C=NCCCN(C)C (EDCI), CCN(C(C)C)C(C)C (DIPEA), C1(=CC=CC=C1)N1C=NC(=C1)C(=O)O (1-phenyl-1H-imidazole-4-carboxylic acid), C=1C=CC2=C(C1)N=NN2O (HOBt), Cl.NCC(=O)N1CCC(CC1)OC1=C(C=CC(=C1)F)Cl (2-amino-1-[4-(2-chloro-5-fluoro-phenoxy)-piperidin-1-yl]-ethanone hydrochloride). The solvent is O (water), CN(C)C=O (DMF). Reaction conditions: time 2 minute. Yields the product ClC1=C(OC2CCN(CC2)C(CNC(=O)C=2N=CN(C2)C2=CC=CC=C2)=O)C=C(C=C1)F (1-phenyl-1H-imidazole-4-carboxylic acid {2-[4-(2-chloro-5-fluoro-phenoxy)-piperidin-1-yl]-2-oxo-ethyl}-amide). Yield: 55.0%. RXN SMILES: CCN(C(C)C)C(C)C.[C:10]1([N:16]2[CH:20]=[C:19]([C:21]([OH:23])=O)[N:18]=[CH:17]2)[CH:15]=[CH:14][CH:13]=[CH:12][CH:11]=1.C1C=CC2N(O)N=NC=2C=1.CCN=C=NCCCN(C)C.Cl.[NH2:46][CH2:47][C:48]([N:50]1[CH2:55][CH2:54][CH:53]([O:56][C:57]2[CH:62]=[C:61]([F:63])[CH:60]=[CH:59][C:58]=2[Cl:64])[CH2:52][CH2:51]1)=[O:49]>CN(C=O)C.O>[Cl:64][C:58]1[CH:59]=[CH:60][C:61]([F:63])=[CH:62][C:57]=1[O:56][CH:53]1[CH2:54][CH2:55][N:50]([C:48](=[O:49])[CH2:47][NH:46][C:21]([C:19]2[N:18]=[CH:17][N:16]([C:10]3[CH:11]=[CH:12][CH:13]=[CH:14][CH:15]=3)[CH:20]=2)=[O:23])[CH2:51][CH2:52]1 |f:4.5|. Procedure details: DIPEA (186 mg, 1.44 mmol) was added to a stirred solution of 1-phenyl-1H-imidazole-4-carboxylic acid (60 mg, 0.32 mmol) in DMF (5 mL) followed by HOBt (47 mg, 0.35 mmol) and EDCI (153 mg, 0.8 mmol). After 2 minutes of stirring, 2-amino-1-[4-(2-chloro-5-fluoro-phenoxy)-piperidin-1-yl]-ethanone hydrochloride (prepared according to Step 1 and 5 of the General Scheme) (119 mg, 0.37 mmol) was added and the resulting mixture was stirred at ambient temperature overnight. Cold water was added and the pr... Starting materials: crude product, O1C2=C(C=C1)C=C(C=C2)C2=C(N=CO2)C(=O)OC (methyl 5-(5-benzo[b]furyl)oxazol-4-carboxylate), Cl (hydrochloric acid). The solvent is CO (methanol), O1CCCC1 (tetrahydrofuran). Reaction conditions: time 8 hour. Yields the product Cl.NCC(=O)C1=CC2=C(OC=C2)C=C1 (5-(aminoacetyl)benzo[b]furan hydrochloride). As a reaction SMILES: [O:1]1[CH:5]=[CH:4][C:3]2[CH:6]=[C:7]([C:10]3[O:14]C=[N:12][C:11]=3C(OC)=O)[CH:8]=[CH:9][C:2]1=2.[ClH:19]>CO.O1CCCC1>[ClH:19].[NH2:12][CH2:11][C:10]([C:7]1[CH:8]=[CH:9][C:2]2[O:1][CH:5]=[CH:4][C:3]=2[CH:6]=1)=[O:14] |f:4.5|. Reported procedure: To a solution of the crude product of methyl 5-(5-benzo[b]furyl)oxazol-4-carboxylate (1.14 g) in methanol (20 ml) and tetrahydrofuran (5 ml) was added conc. hydrochloric acid (8 ml), and the mixture was stirred overnight. The reaction mixture was concentrated under reduced pressure and the resulting residue was triturated with methanol-diethyl ether-acetone to obtain 5-(aminoacetyl)benzo[b]furan hydrochloride (600 mg).